This data is from the Open Reaction Database (ORD), a public repository of structured organic reaction records. The task is: describe an organic reaction: reactants, conditions, products, and yield The reactants are CSC1=CC=C(C=O)C=C1 (4-(Methylthio)benzaldehyde), N1(C=NC=C1)CCOC=1C=C2CCCC(C2=CC1)=O (6-(2-imidazole-1-yl-ethoxy)-3,4-dihydro-2H-naphthalen-1-one), [OH-].[K+] (KOH). The solvent is CCO (EtOH). Reaction conditions: time 2 hour. Product: N1(C=NC=C1)CCOC1C(C(C2=CC=CC=C2C1)=O)=CC1=CC=C(C=C1)SC (2-Imidazole-1-yl-ethoxy-2-(4-methylsulfanyl-benzylidene)-3,4-dihydro-2H-naphthalen-1-one). Reaction SMILES: [CH3:1][S:2][C:3]1[CH:10]=[CH:9][C:6]([CH:7]=O)=[CH:5][CH:4]=1.[N:11]1([CH2:16][CH2:17][O:18][C:19]2[CH:20]=[C:21]3[C:26](=[CH:27][CH:28]=2)[C:25](=O)[CH2:24][CH2:23][CH2:22]3)[CH:15]=[CH:14][N:13]=[CH:12]1.[OH-:30].[K+]>CCO>[N:11]1([CH2:16][CH2:17][O:18][CH:19]2[CH2:20][C:21]3[C:26](=[CH:25][CH:24]=[CH:23][CH:22]=3)[C:27](=[O:30])[C:28]2=[CH:7][C:6]2[CH:9]=[CH:10][C:3]([S:2][CH3:1])=[CH:4][CH:5]=2)[CH:15]=[CH:14][N:13]=[CH:12]1 |f:2.3|. Procedure details: 4-(Methylthio)benzaldehyde (0.114 g, 0.75 mmol) was added to a stirring solution of (1) (0.25 g, 0.98 mmol) in 2 mL 4% KOH in EtOH (wt/vol). The reaction stirred at room temperature for 2 hours and the resulting precipitate was collected and washed well with water and then cold iPrOH. The solid was dried in vacuo at 40° C. for 3 hours affording the title compound, 0.277 g (95%) as an off-white solid, mp 161-161.5° C.; CI-MS m/e 390 (M+), 391 M++1); Reactants: Cn1cnc2ccc(N)c(Br)c21, CC(C)CO, O=S(=O)(O)C1=NCCN1. Yields the product Cn1cnc2ccc(NC3=NCCN3)c(Br)c21. Reaction SMILES: [CH3:1][n:2]1[cH:3][n:4][c:5]2[c:6]1[c:7]([Br:12])[c:8]([NH2:11])[cH:9][cH:10]2.[CH3:22][CH:23]([CH2:24][OH:25])[CH3:26].[NH:13]1[C:14]([S:18]([OH:19])(=[O:20])=[O:21])=[N:15][CH2:16][CH2:17]1>>[CH3:1][n:2]1[cH:3][n:4][c:5]2[c:6]1[c:7]([Br:12])[c:8]([NH:11][C:14]1=[N:13][CH2:17][CH2:16][NH:15]1)[cH:9][cH:10]2. Reactants: COc1ccc(C(=O)O)c(N)c1, [I-], O=N[O-], [Na+], [Na+], O, O=S(=O)(O)O. Product: COc1ccc(C(=O)O)c(I)c1. As a reaction SMILES: [CH3:6][O:7][c:8]1[cH:9][c:10]([NH2:17])[c:11]([C:12](=[O:13])[OH:14])[cH:15][cH:16]1.[I-:22].[N:18]([O-:19])=[O:20].[Na+:21].[Na+:23].[OH2:24].[S:1](=[O:2])(=[O:3])([OH:4])[OH:5]>>[CH3:6][O:7][c:8]1[cH:9][c:10]([I:22])[c:11]([C:12](=[O:13])[OH:14])[cH:15][cH:16]1. Procedure: 2′,4′-Dihydroxyacetophenone (manufactured by Wako Pure Chemical Industries, Ltd.) was treated with 1-bromo-2-methyl-2-butene (manufactured by Aldrich) in 2 M KOH/methanol solution under ice-cooling, and thereafter the treated solution was hydrogenated in methanol, in the presence of palladium black (manufactured by Nakalai Tesque, Inc.), to give 2′,4′-dihydroxy-3′-(3-methylbutyl)acetophenone. Subsequently, 2′,4′-dihydroxy-3′-(3-methylbutyl)acetophenone and 4-hydroxybenzaldehyde (manufactured by ... Run in [OH-].[K+].CO (KOH methanol), CO (methanol). The reagents and catalysts are [Pd] (palladium black). Yields the product OC1=C(C=CC(=C1CCC(C)C)O)C(C)=O (2′,4′-dihydroxy-3′-(3-methylbutyl)acetophenone). Starting materials: OC1=C(C=CC(=C1)O)C(C)=O (2′,4′-Dihydroxyacetophenone), BrCC(=CC)C (1-bromo-2-methyl-2-butene). Reaction SMILES: [OH:1][C:2]1[CH:7]=[C:6]([OH:8])[CH:5]=[CH:4][C:3]=1[C:9](=[O:11])[CH3:10].Br[CH2:13][C:14]([CH3:17])=[CH:15][CH3:16]>[OH-].[K+].CO.CO.[Pd]>[OH:1][C:2]1[C:7]([CH2:16][CH2:15][CH:14]([CH3:17])[CH3:13])=[C:6]([OH:8])[CH:5]=[CH:4][C:3]=1[C:9](=[O:11])[CH3:10] |f:2.3.4|. Starting materials: C(=O)(O)/C=C/C1=CC=C(C2=C1CC1(CCCC1)O2)OC ((E)-4-(2-Carboxyethenyl)-7-methoxy-spiro[2,3-dihydrobenzofuran-2,1′-cyclopentane]), NC1=CC=NC=C1 (4-aminopyridine), C(Cl)Cl (methylene chloride), C1(CCCCC1)N=C=NC1CCCCC1 (dicyclohexylcarbodiimide). Solvent: O (Water), O1CCOCC1 (dioxane). Conditions: temperature 0 celsius, time 6 hour. The product is COC1=CC=C(C=2CC3(CCCC3)OC21)\C=C\C(=O)NC2=CC=NC=C2 ((E)-7-Methoxy-4-[2-(4-pyridylaminocarbonyl)ethenyl]-spiro[2,3-dihydrobenzofuran-2,1′-cyclopentane]). The yield is 57.4%. Reaction SMILES: [C:1](/[CH:4]=[CH:5]/[C:6]1[C:11]2[CH2:12][C:13]3([O:18][C:10]=2[C:9]([O:19][CH3:20])=[CH:8][CH:7]=1)[CH2:17][CH2:16][CH2:15][CH2:14]3)([OH:3])=O.C(Cl)Cl.C1(N=C=NC2CCCCC2)CCCCC1.[NH2:39][C:40]1[CH:45]=[CH:44][N:43]=[CH:42][CH:41]=1>O.O1CCOCC1>[CH3:20][O:19][C:9]1[C:10]2[O:18][C:13]3([CH2:17][CH2:16][CH2:15][CH2:14]3)[CH2:12][C:11]=2[C:6](/[CH:5]=[CH:4]/[C:1]([NH:39][C:40]2[CH:45]=[CH:44][N:43]=[CH:42][CH:41]=2)=[O:3])=[CH:7][CH:8]=1. Reported procedure: Compound 90b (0.3 g) obtained in Step B was suspended in a mixed solvent of methylene chloride (6 ml) and dioxane (1 ml), and dicyclohexylcarbodiimide (DCC) (0.23 g) and 4-aminopyridine (0.11 g) were added thereto after cooling the suspension to 0° C., followed by stirring at room temperature for 6 hours. Water was added to the mixture followed by extraction with chloroform. The collected organic layer was washed with a saturated saline and dried over anhydrous magnesium sulfate. The residue was... Reactants: IC=1C(=NC=C(C1)C=1N=NNN1)N (3-iodo-5-(2H-tetrazol-5-yl)pyridin-2-amine), BrCCCO[Si](C)(C)C(C)(C)C ((3-bromopropoxy)-tert-butyldimethylsilane), C([O-])([O-])=O.[K+].[K+] (potassium carbonate). Run in CN(C=O)C (dimethylformamide), C(C)(=O)OCC (ethyl acetate). Conditions: temperature 80 celsius. Yields the product [Si](C)(C)(C(C)(C)C)OCCCN1N=C(N=N1)C=1C=C(C(=NC1)N)I (5-(2-(3-((tert-butyldimethylsilyl)oxy)propyl)-2H-tetrazol-5-yl)-3-iodopyridin-2-amine). Reaction SMILES: [I:1][C:2]1[C:3]([NH2:13])=[N:4][CH:5]=[C:6]([C:8]2[N:9]=[N:10][NH:11][N:12]=2)[CH:7]=1.Br[CH2:15][CH2:16][CH2:17][O:18][Si:19]([C:22]([CH3:25])([CH3:24])[CH3:23])([CH3:21])[CH3:20].C(=O)([O-])[O-].[K+].[K+]>CN(C)C=O.C(OCC)(=O)C>[Si:19]([O:18][CH2:17][CH2:16][CH2:15][N:10]1[N:11]=[N:12][C:8]([C:6]2[CH:7]=[C:2]([I:1])[C:3]([NH2:13])=[N:4][CH:5]=2)=[N:9]1)([C:22]([CH3:23])([CH3:24])[CH3:25])([CH3:21])[CH3:20] |f:2.3.4|. Procedure: The reaction mixture of 3-iodo-5-(2H-tetrazol-5-yl)pyridin-2-amine (0.61 g, 2.12 mmol, 1 eq), (3-bromopropoxy)-tert-butyldimethylsilane (0.66 mL, 1.3 eq), and potassium carbonate (0.44 g, 1.5 eq) in anhydrous dimethylformamide (8 mL) was stirred and heated at 80° C. under nitrogen atmosphere for 2 hours. It was then diluted with ethyl acetate, washed sequentially with aqueous ammonium chloride, saturated aqueous sodium bicarbonate, and brine, and dried with anhydrous sodium sulfate. The upper cl...